Dataset: the Open Reaction Database (ORD), a public repository of structured organic reaction records. Task: describe an organic reaction: reactants, conditions, products, and yield RXN SMILES: C1[O:9]C1C1C=CC=CC=1.C1(C(O)CO)C=CC=CC=1.C1C2=C3C4C(C=C2)=C2C=CC=CC2=CC=4C=CC3=CC=1.[CH:40]1[CH:45]=[C:44]2[CH:46]=[CH:47][C:48]3[C:53]4[CH:54]=[CH:55][CH:56]5[O:58][CH:57]5[C:52]=4[CH:51]=[C:50]4[CH:59]=[CH:60][C:42](=[C:43]2[C:49]=34)[CH:41]=1>>[CH:41]1[C:42]2=[C:43]3[C:49]4[C:50]([CH:59]=[CH:60]2)=[C:51]2[CH:52]=[CH:57][C:56]([OH:58])=[C:55]([OH:9])[C:54]2=[CH:53][C:48]=4[CH:47]=[CH:46][C:44]3=[CH:45][CH:40]=1. Procedure: The assay of styrene oxide hydrolase activity in the strains PES1-5 and PES1-53 demonstrates the formation from styrene oxide of approximately 1 to 2 nmol of 2-phenyl-2-hydroxyethanol per min and per mg of microsomal proteins. This activity is undetectable in the other strains of the PES1 series. The reductase activity of the strain PES1-53 is comparable to that of the strain PES1-34. The strain PES1-53 transformed with an expression plasmid which codes for cytochrome P450 1A1 is capable, on inc... Product: C1=CC=C2C=CC=3C=C4C(=C5C=CC1=C2C53)C=CC(=C4O)O (benzo(a)pyrene-7,8-diol). Starting materials: C1C(C2=CC=CC=C2)O1 (styrene oxide), C1=CC=C2C=CC=3C=C4C(=C5C=CC1=C2C53)C=CC=C4 (benzo(a)pyrene), C1=CC2=C3C(=C1)C=CC4=C3C(=CC5=C4C=CC6C5O6)C=C2 (benzo(a)pyrene 7,8-oxide), C1C(C2=CC=CC=C2)O1 (styrene oxide), C1(=CC=CC=C1)C(CO)O (2-phenyl-2-hydroxyethanol). Reported procedure: A mixture of 2-hydroxy-4-methoxybenzaldehyde (5.0 g, 32.9 mmol), nitromethane (5.5 g 90.0 mmol), ammonium acetate (6.9 g 90.0 mmol) and 40 mL of glacial acetic acid was heated at 100° C. for 4 hours. The reaction was then cooled, concentrated and partitioned between ethyl acetate and water. The organic extract was washed with 10% sodium bicarbonate solution, water, and brine and dried over sodium sulfate. The organic solution was concentrated and chromatographed on a silica gel column eluting wi... Product: COC=1C=CC(=C(C1)O)\C=C\[N+](=O)[O-] ((E)-5-Methoxy-2-(2-nitrovinyl)phenol). Reaction conditions: temperature 100 celsius. As a reaction SMILES: [OH:1][C:2]1[CH:9]=[C:8]([O:10][CH3:11])[CH:7]=[CH:6][C:3]=1[CH:4]=O.[N+:12]([CH3:15])([O-:14])=[O:13].C([O-])(=O)C.[NH4+]>C(O)(=O)C>[CH3:11][O:10][C:8]1[CH:7]=[CH:6][C:3](/[CH:4]=[CH:15]/[N+:12]([O-:14])=[O:13])=[C:2]([OH:1])[CH:9]=1 |f:2.3|. The reactants are OC1=C(C=O)C=CC(=C1)OC (2-hydroxy-4-methoxybenzaldehyde), [N+](=O)([O-])C (nitromethane), C(C)(=O)[O-].[NH4+] (ammonium acetate). Solvent: C(C)(=O)O (acetic acid). Starting materials: ClC=1C=C(C=CC1OCCC)C1=NC(=NO1)C=1C=CC2=C(C=C(O2)C2(COC(OC2)(C)C)NC(OC(C)(C)C)=O)C1 (tert-butyl 5-(5-(5-(3-chloro-4-propoxyphenyl)-1,2,4-oxadiazol-3-yl)benzofuran-2-yl)-2,2-dimethyl-1,3-dioxan-5-ylcarbamate), CC1(OCC(CO1)(C1=CC2=C(S1)C=CC(=C2)CCCCCCCC)NC(OC(C)(C)C)=O)C (tert-Butyl 2,2-dimethyl-5-(5-octylbenzo[b]thiophen-2-yl)-1,3-dioxan-5-ylcarbamate). Product: NC(CO)(CO)C1=CC2=C(S1)C=CC(=C2)CCCCCCCC (2-Amino-2-(5-octylbenzo[b]thiophen-2-yl)propane-1,3-diol). Isolated yield 38.0%. Reaction SMILES: ClC1C=C(C2ON=C(C3C=CC4OC(C5(NC(=O)OC(C)(C)C)COC(C)(C)OC5)=CC=4C=3)N=2)C=CC=1OCCC.CC1(C)[O:48][CH2:47][C:46]([NH:66]C(=O)OC(C)(C)C)([C:49]2[S:53][C:52]3[CH:54]=[CH:55][C:56]([CH2:58][CH2:59][CH2:60][CH2:61][CH2:62][CH2:63][CH2:64][CH3:65])=[CH:57][C:51]=3[CH:50]=2)[CH2:45][O:44]1>>[NH2:66][C:46]([C:49]1[S:53][C:52]2[CH:54]=[CH:55][C:56]([CH2:58][CH2:59][CH2:60][CH2:61][CH2:62][CH2:63][CH2:64][CH3:65])=[CH:57][C:51]=2[CH:50]=1)([CH2:47][OH:48])[CH2:45][OH:44]. Procedure details: When tert-butyl 5-(5-(5-(3-chloro-4-propoxyphenyl)-1,2,4-oxadiazol-3-yl)benzofuran-2-yl)-2,2-dimethyl-1,3-dioxan-5-ylcarbamate was replaced with the product of Step C the similar procedure as described in Example 36, Step E gave the title compound (0.008 g, 38%) as light yellow solid. 1H NMR (CD3OD) 7.74 (d, 1H, J=8.28 Hz); 7.6 (s, 1H); 7.4 (s, 1H); 7.2 (dd, 2H, J=8.34, 1.59 Hz); 4.0 (d, 2H, J=11.46 Hz); 3.94 (d, 2H, J=11.46 Hz); 2.7 (t, 2H, J=7.53 Hz); 1.64 (b, 2H); 1.34-1.26 (b, 10H); 0.85 (t,... Starting materials: COC(CCCCCCCCCCN1C(N(C2=C1C=CC=C2)C2=CC=CC=C2)=O)=O (11-(2-oxo-3-phenyl-benzimidazolin-1-yl)-undecanoic acid methyl ester), [OH-].[Na+] (NaOH). Product: O=C1N(C2=C(N1CCCCCCCCCCC(=O)O)C=CC=C2)C2=CC=CC=C2 (11-(2-Oxo-3-phenyl-benzimidazolin-1-yl)-undecanoic acid). As a reaction SMILES: C[O:2][C:3](=[O:30])[CH2:4][CH2:5][CH2:6][CH2:7][CH2:8][CH2:9][CH2:10][CH2:11][CH2:12][CH2:13][N:14]1[C:18]2[CH:19]=[CH:20][CH:21]=[CH:22][C:17]=2[N:16]([C:23]2[CH:28]=[CH:27][CH:26]=[CH:25][CH:24]=2)[C:15]1=[O:29].[OH-].[Na+]>>[O:29]=[C:15]1[N:14]([CH2:13][CH2:12][CH2:11][CH2:10][CH2:9][CH2:8][CH2:7][CH2:6][CH2:5][CH2:4][C:3]([OH:30])=[O:2])[C:18]2[CH:19]=[CH:20][CH:21]=[CH:22][C:17]=2[N:16]1[C:23]1[CH:24]=[CH:25][CH:26]=[CH:27][CH:28]=1 |f:1.2|. Reported procedure: The product is produced as described in example 22 from 11 g. of 11-(2-oxo-3-phenyl-benzimidazolin-1-yl)-undecanoic acid methyl ester and 1.2 g. of NaOH. Reactants: FC(C=1C=C(OC2CNC2)C=CC1)(F)F (3-[3-(trifluoromethyl)phenoxy]azetidine), C(C1=CC=CC=C1)N=C=O (benzyl isocyanate). Run in C(Cl)Cl (methylene chloride). The product is C1(=CC=CC=C1)CNC(=O)N1CC(C1)OC1=CC(=CC=C1)C(F)(F)F (N-(Phenylmethyl)-3-[3-(trifluoromethyl)phenoxy]-1-azetidinecarboxamide). RXN SMILES: [F:1][C:2]([F:15])([F:14])[C:3]1[CH:4]=[C:5]([CH:11]=[CH:12][CH:13]=1)[O:6][CH:7]1[CH2:10][NH:9][CH2:8]1.[CH2:16]([N:23]=[C:24]=[O:25])[C:17]1[CH:22]=[CH:21][CH:20]=[CH:19][CH:18]=1>C(Cl)Cl>[C:17]1([CH2:16][NH:23][C:24]([N:9]2[CH2:10][CH:7]([O:6][C:5]3[CH:11]=[CH:12][CH:13]=[C:3]([C:2]([F:1])([F:14])[F:15])[CH:4]=3)[CH2:8]2)=[O:25])[CH:22]=[CH:21][CH:20]=[CH:19][CH:18]=1. Procedure: To a stirred and chilled (10°-20° C.) solution of 0.04 mole of 3-[3-(trifluoromethyl)phenoxy]azetidine in 100 ml of methylene chloride was added dropwise 6.12 g (0.046 mole) of benzyl isocyanate. The reaction mixture was stirred at room temperature for 2 hr and was filtered. The filter cake was washed with petroleum ether (2×50 ml), dilute aqueous sodium bicarbonate (2×50 ml), and water (2×50 ml), yielding 12 g (86%). Recrystallization twice from ethyl acetate gave 9.0 g of clear white flakes, m... Starting materials: CC(C)(C)OC(=O)NCCCN1C(=O)c2cc([N+](=O)[O-])ccc2CC1c1ccc(C#N)cc1, CO, [H][H]. Yields the product CC(C)(C)OC(=O)NCCCN1C(=O)c2cc(N)ccc2CC1c1ccc(C#N)cc1. As a reaction SMILES: [C:1](#[N:2])[c:3]1[cH:4][cH:5][c:6]([CH:9]2[N:10]([CH2:23][CH2:24][CH2:25][NH:26][C:27]([O:28][C:29]([CH3:30])([CH3:31])[CH3:32])=[O:33])[C:11](=[O:22])[c:12]3[cH:13][c:14]([N+:19]([O-:20])=[O:21])[cH:15][cH:16][c:17]3[CH2:18]2)[cH:7][cH:8]1.[CH3:36][OH:37].[H:34][H:35]>>[C:1](#[N:2])[c:3]1[cH:4][cH:5][c:6]([CH:9]2[N:10]([CH2:23][CH2:24][CH2:25][NH:26][C:27]([O:28][C:29]([CH3:30])([CH3:31])[CH3:32])=[O:33])[C:11](=[O:22])[c:12]3[cH:13][c:14]([NH2:19])[cH:15][cH:16][c:17]3[CH2:18]2)[cH:7][cH:8]1.